From a dataset of the Open Reaction Database (ORD), a public repository of structured organic reaction records. describe an organic reaction: reactants, conditions, products, and yield The reactants are BrC1=CC(=C(C=C1)C(C(C(F)(F)F)(O)C1=CC=CC=2N(C(COC21)=O)C)C)Cl (8-[2-(4-bromo-2-chloro-phenyl)-1-hydroxy-1-trifluoromethyl-propyl]-4-methyl-4H-benzo[1,4]oxazin-3-one), FC=1C=C(C=CC1C(=O)OC)B(O)O (3-fluoro-4-methoxycarbonylphenylboronic acid). Product: COC(=O)C1=C(C=C(C=C1)C1=CC(=C(C=C1)C(C(C(F)(F)F)(C1=CC=CC=2N(C(COC21)=O)C)O)C)Cl)F (3′-Chloro-3-fluoro-4′-[3,3,3-trifluoro-2-hydroxy-1-methyl-2-(4-methyl-3-oxo-3,4-dihydro-2H-benzo[1,4]oxazin-8-yl)-propyl]-biphenyl-4-carboxylic acid methyl ester). RXN SMILES: Br[C:2]1[CH:7]=[CH:6][C:5]([CH:8]([CH3:27])[C:9]([C:15]2[C:24]3[O:23][CH2:22][C:21](=[O:25])[N:20]([CH3:26])[C:19]=3[CH:18]=[CH:17][CH:16]=2)([OH:14])[C:10]([F:13])([F:12])[F:11])=[C:4]([Cl:28])[CH:3]=1.[F:29][C:30]1[CH:31]=[C:32](B(O)O)[CH:33]=[CH:34][C:35]=1[C:36]([O:38][CH3:39])=[O:37]>>[CH3:39][O:38][C:36]([C:35]1[CH:34]=[CH:33][C:32]([C:2]2[CH:7]=[CH:6][C:5]([CH:8]([CH3:27])[C:9]([OH:14])([C:15]3[C:24]4[O:23][CH2:22][C:21](=[O:25])[N:20]([CH3:26])[C:19]=4[CH:18]=[CH:17][CH:16]=3)[C:10]([F:11])([F:12])[F:13])=[C:4]([Cl:28])[CH:3]=2)=[CH:31][C:30]=1[F:29])=[O:37]. Procedure: In analogy to Example 17, step 2, 8-[2-(4-bromo-2-chloro-phenyl)-1-hydroxy-1-trifluoromethyl-propyl]-4-methyl-4H-benzo[1,4]oxazin-3-one was reacted with 3-fluoro-4-methoxycarbonylphenylboronic acid to give the title compound as a light yellow oil. MS (m/e)=552.3 [M+H+].